From a dataset of the Open Reaction Database (ORD), a public repository of structured organic reaction records. describe an organic reaction: reactants, conditions, products, and yield The reactants are 36b, ClCC=1N=C(OC1C)C1=C(C=CC=C1)Cl (4-chloromethyl-2-(2-chloro-phenyl)-5-methyl-oxazole), C(C)OC(/C(=C/C=1C=C2C=CNC2=CC1)/OCC)=O ((Z)-2-ethoxy-3-(1H-indol-5-yl)-acrylic acid ethyl ester), 1a. Procedure: In analogy to the procedures described in examples 36a) and 36b), (Z)-2-ethoxy-3-(1H-indol-5-yl)-acrylic acid ethyl ester [preparation 1a)] was reacted with 4-chloromethyl-2-(2-chloro-phenyl)-5-methyl-oxazole to give (Z)-3-{1-[2-(2-chloro-phenyl)-5-methyl-oxazol-4-ylmethyl]-1H-indol-5-yl}-2-ethoxy-acrylic acid ethyl ester, which was subsequently saponified to yield the title compound as colorless solid. As a reaction SMILES: [CH2:1]([O:3][C:4](=[O:19])/[C:5](/[O:16][CH2:17][CH3:18])=[CH:6]/[C:7]1[CH:8]=[C:9]2[C:13](=[CH:14][CH:15]=1)[NH:12][CH:11]=[CH:10]2)[CH3:2].Cl[CH2:21][C:22]1[N:23]=[C:24]([C:28]2[CH:33]=[CH:32][CH:31]=[CH:30][C:29]=2[Cl:34])[O:25][C:26]=1[CH3:27]>>[CH2:1]([O:3][C:4](=[O:19])/[C:5](/[O:16][CH2:17][CH3:18])=[CH:6]/[C:7]1[CH:8]=[C:9]2[C:13](=[CH:14][CH:15]=1)[N:12]([CH2:21][C:22]1[N:23]=[C:24]([C:28]3[CH:33]=[CH:32][CH:31]=[CH:30][C:29]=3[Cl:34])[O:25][C:26]=1[CH3:27])[CH:11]=[CH:10]2)[CH3:2]. Yields the product C(C)OC(/C(=C/C=1C=C2C=CN(C2=CC1)CC=1N=C(OC1C)C1=C(C=CC=C1)Cl)/OCC)=O ((Z)-3-{1-[2-(2-chloro-phenyl)-5-methyl-oxazol-4-ylmethyl]-1H-indol-5-yl}-2-ethoxy-acrylic acid ethyl ester). Starting materials: Cl.ClC=1C=C(C=CC1OCC1=CC(=CC=C1)F)NC=1C2=C(N=CN1)C=CN2 (N-{3-chloro-4-[(3-fluorobenzyl)oxy]phenyl}-5H-pyrrolo[3,2-d]pyrimidin-4-amine hydrochloride), C([O-])([O-])=O.[K+].[K+] (potassium carbonate), COC=1C=C(C(=O)Cl)C=CC1OC (3,4-dimethoxybenzoyl chloride). Solvent: CN(C=O)C (N,N-dimethylformamide). The product is ClC=1C=C(C=CC1OCC1=CC(=CC=C1)F)NC=1C2=C(N=CN1)C=CN2C(C2=CC(=C(C=C2)OC)OC)=O (N-{3-chloro-4-[(3-fluorobenzyl)oxy]phenyl}-5-(3,4-dimethoxybenzoyl)-5H-pyrrolo[3,2-d]pyrimidin-4-amine). The yield is 52.7%. RXN SMILES: Cl.[Cl:2][C:3]1[CH:4]=[C:5]([NH:18][C:19]2[C:20]3[NH:27][CH:26]=[CH:25][C:21]=3[N:22]=[CH:23][N:24]=2)[CH:6]=[CH:7][C:8]=1[O:9][CH2:10][C:11]1[CH:16]=[CH:15][CH:14]=[C:13]([F:17])[CH:12]=1.C(=O)([O-])[O-].[K+].[K+].[CH3:34][O:35][C:36]1[CH:37]=[C:38]([CH:42]=[CH:43][C:44]=1[O:45][CH3:46])[C:39](Cl)=[O:40]>CN(C)C=O>[Cl:2][C:3]1[CH:4]=[C:5]([NH:18][C:19]2[C:20]3[N:27]([C:39](=[O:40])[C:38]4[CH:42]=[CH:43][C:44]([O:45][CH3:46])=[C:36]([O:35][CH3:34])[CH:37]=4)[CH:26]=[CH:25][C:21]=3[N:22]=[CH:23][N:24]=2)[CH:6]=[CH:7][C:8]=1[O:9][CH2:10][C:11]1[CH:16]=[CH:15][CH:14]=[C:13]([F:17])[CH:12]=1 |f:0.1,2.3.4|. Reported procedure: Under ice-cooling, to a suspension of N-{3-chloro-4-[(3-fluorobenzyl)oxy]phenyl}-5H-pyrrolo[3,2-d]pyrimidin-4-amine hydrochloride (150 mg) and potassium carbonate (102 mg) in N,N-dimethylformamide (1.5 mL) was added 3,4-dimethoxybenzoyl chloride (82 mg), and the mixture was stirred under ice-cooling, for 1 hr. The mixture was partitioned between ethyl acetate (50 mL) and water (30 mL). The organic layer was washed with saturated brine (30 mL), dried over magnesium sulfate and concentrated under ... The reactants are CC#N, Cc1cccc(C)c1N, CCCOC(=O)Cl. Product: CCCOC(=O)Nc1c(C)cccc1C. RXN SMILES: [CH3:17][C:18]#[N:19].[CH3:1][c:2]1[c:3]([NH2:4])[c:5]([CH3:9])[cH:6][cH:7][cH:8]1.[Cl:10][C:11](=[O:12])[O:13][CH2:14][CH2:15][CH3:16]>>[CH3:1][c:2]1[c:3]([NH:4][C:11](=[O:12])[O:13][CH2:14][CH2:15][CH3:16])[c:5]([CH3:9])[cH:6][cH:7][cH:8]1. Reactants: C(C)N (ethylamine), Cl.CC1=C(C=2N(N=C1C(=O)OC)C(=NN2)NC)C (Methyl 7,8-dimethyl-3-methylamino-[1,2,4]triazolo[4,3-b]pyridazine-6-carboxylate hydrochloride), C(C)N (ethylamine). Solvent: CO (methanol). Reaction conditions: temperature 0 celsius, time 6 hour. Yields the product C(C)NC(=O)C=1C(=C(C=2N(N1)C(=NN2)NC)C)C (N-Ethyl-7,8-dimethyl-3-methylamino-[1,2,4]triazolo[4,3-b]pyridazine-6-carboxamide). As a reaction SMILES: Cl.[CH3:2][C:3]1[C:8]([C:9]([O:11]C)=O)=[N:7][N:6]2[C:13]([NH:16][CH3:17])=[N:14][N:15]=[C:5]2[C:4]=1[CH3:18].[CH2:19]([NH2:21])[CH3:20]>CO>[CH2:19]([NH:21][C:9]([C:8]1[C:3]([CH3:2])=[C:4]([CH3:18])[C:5]2[N:6]([C:13]([NH:16][CH3:17])=[N:14][N:15]=2)[N:7]=1)=[O:11])[CH3:20] |f:0.1|. Procedure details: Methyl 7,8-dimethyl-3-methylamino-[1,2,4]triazolo[4,3-b]pyridazine-6-carboxylate hydrochloride (W1.220; 1.3 g) was dissolved in methanol (30 ml), cooled to 0° C., slowly admixed dropwise with ethylamine (11.44 ml; 2 M in THF) and stirred at 0° C. for 6 h. Then four further equivalents of ethylamine were added and the mixture was left to stand at RT over the weekend. Subsequently, the mixture was concentrated and purified using silica gel (40 g cartridge, dichloromethane/methanol gradient of 0-20... The reactants are C1(=CC=CC=C1)C.O (PhMe H2O), C(#N)C=1C(=C(C=C(C1F)I)[C@@H]1CN2[C@H](CO1)CN(CC2)C(=O)OC(C)(C)C)C ((3R,9aS)-tert-butyl 3-(3-cyano-4-fluoro-5-iodo-2-methylphenyl)hexahydropyrazino[2,1-c][1,4]oxazine-8(1H)-carboxylate), C(=O)([O-])[O-].[Cs+].[Cs+] (Cs2CO3), N#N (N2). Reagents/catalysts: CC(=O)[O-].CC(=O)[O-].[Pd+2] (Pd(OAc)2). The solvent is O (water). Conditions: temperature 80 celsius. Yields the product C(#N)C=1C(=C(C=C(C1F)C)[C@@H]1CN2[C@H](CO1)CN(CC2)C(=O)OC(C)(C)C)C ((3R,9aS)-tert-butyl 3-(3-cyano-4-fluoro-2,5-dimethylphenyl)hexahydropyrazino[2,1-c][1,4]oxazine-8(1H)-carboxylate). Reaction SMILES: [C:1]([C:3]1[C:4]([CH3:28])=[C:5]([C@H:11]2[O:16][CH2:15][C@@H:14]3[CH2:17][N:18]([C:21]([O:23][C:24]([CH3:27])([CH3:26])[CH3:25])=[O:22])[CH2:19][CH2:20][N:13]3[CH2:12]2)[CH:6]=[C:7](I)[C:8]=1[F:9])#[N:2].[C:29]([O-])([O-])=O.[Cs+].[Cs+].N#N.C1(C)C=CC=CC=1.O>O.CC([O-])=O.CC([O-])=O.[Pd+2]>[C:1]([C:3]1[C:4]([CH3:28])=[C:5]([C@H:11]2[O:16][CH2:15][C@@H:14]3[CH2:17][N:18]([C:21]([O:23][C:24]([CH3:27])([CH3:26])[CH3:25])=[O:22])[CH2:19][CH2:20][N:13]3[CH2:12]2)[CH:6]=[C:7]([CH3:29])[C:8]=1[F:9])#[N:2] |f:1.2.3,5.6,8.9.10|. Reported procedure: To a vial was charged with (3R,9aS)-tert-butyl 3-(3-cyano-4-fluoro-5-iodo-2-methylphenyl)hexahydropyrazino[2,1-c][1,4]oxazine-8(1H)-carboxylate (50 mg, 0.10 mmol), MeBF3K (24 mg, 0.20 mmol), Pd(OAc)2 (2.2 mg, 0.01 mmol), Ru-Phos (9.3 mg, 0.02 mmol), and Cs2CO3 (97 mg, 0.3 mmol). The vial was sealed, vacuumed, and refilled with N2. PhMe/H2O (0.5/0.05 mL) was added, and the reaction mixture was heated at 80° C. overnight. The reaction mixture was diluted with water, extracted with EtOAc, washed wi... Reactants: CS(=O)(=O)C1=CC=C2CCC(OC2=C1)CO ([7-(methylsulfonyl)-3,4-dihydro-2H-chromen-2-yl]methanol), C1(=CC=C(C=C1)S(=O)(=O)Cl)C (p-toluenesulfonyl chloride), TEA, ( 62 ), ( 14 ), ( 25 ). Reagents/catalysts: CN(C)C=1C=CN=CC1 (4-DMAP). Solvent: C(Cl)Cl (DCM). Reaction conditions: time 8 hour. Yields the product CC1=CC=C(C=C1)S(=O)(=O)OCC1OC2=CC(=CC=C2CC1)S(=O)(=O)C ([7-(METHYLSULFONYL)-3,4-DIHYDRO-2H-CHROMEN-2-YL]METHYL 4-METHYLBENZENESULFONATE). As a reaction SMILES: [CH3:1][S:2]([C:5]1[CH:14]=[C:13]2[C:8]([CH2:9][CH2:10][CH:11]([CH2:15][OH:16])[O:12]2)=[CH:7][CH:6]=1)(=[O:4])=[O:3].[C:17]1([CH3:27])[CH:22]=[CH:21][C:20]([S:23](Cl)(=[O:25])=[O:24])=[CH:19][CH:18]=1>CN(C1C=CN=CC=1)C.C(Cl)Cl>[CH3:27][C:17]1[CH:22]=[CH:21][C:20]([S:23]([O:16][CH2:15][CH:11]2[CH2:10][CH2:9][C:8]3[C:13](=[CH:14][C:5]([S:2]([CH3:1])(=[O:4])=[O:3])=[CH:6][CH:7]=3)[O:12]2)(=[O:25])=[O:24])=[CH:19][CH:18]=1. Procedure: Preparation according to Preparation 22 using [7-(methylsulfonyl)-3,4-dihydro-2H-chromen-2-yl]methanol (0.4 g, 1.65 mmol), DCM (25 ml), p-toluenesulfonyl chloride (0.47 g, 2.5 mmol), TEA (0.28 ml, 2.0 mmol) and 4-DMAP (0.24 g, 2.0 mmol) stirred for overnight at room temperature. Yield: 0.59 g. MS m/z (rel. intensity, 70 eV) 419 (62), 416 (14), 415 (25), 414 (bp), 397 (M+1, 39).